This data is from the Open Reaction Database (ORD), a public repository of structured organic reaction records. The task is: describe an organic reaction: reactants, conditions, products, and yield Reactants: N1(C=NC=C1)C/C(=C/C1=CC(=C(C(=O)OC)C=C1)C1=CC=CC=C1)/C=1SC=CN1 (methyl 4-[(Z)-3-(imidazol-1-yl)-2-(thiazol-2-yl)-prop-1-enyl]-2-phenyl-benzoate), [OH-].[Na+] (NaOH). Solvent: CO (MeOH). Yields the product N1(C=NC=C1)CC(CC1=CC(=C(C(=O)O)C=C1)C1=CC=CC=C1)C=1SC=CN1 (4-[3-(imidazol-1-yl)-2-(thiazol-2-yl)-propyl]-2-phenyl-benzoic acid). Reaction SMILES: [N:1]1([CH2:6]/[C:7](/[C:25]2[S:26][CH:27]=[CH:28][N:29]=2)=[CH:8]/[C:9]2[CH:18]=[CH:17][C:12]([C:13]([O:15]C)=[O:14])=[C:11]([C:19]3[CH:24]=[CH:23][CH:22]=[CH:21][CH:20]=3)[CH:10]=2)[CH:5]=[CH:4][N:3]=[CH:2]1.[OH-].[Na+]>CO>[N:1]1([CH2:6][CH:7]([C:25]2[S:26][CH:27]=[CH:28][N:29]=2)[CH2:8][C:9]2[CH:18]=[CH:17][C:12]([C:13]([OH:15])=[O:14])=[C:11]([C:19]3[CH:24]=[CH:23][CH:22]=[CH:21][CH:20]=3)[CH:10]=2)[CH:5]=[CH:4][N:3]=[CH:2]1 |f:1.2|. Reported procedure: Product from step B (0.39 g; 0.96 mmol) and NaOH 2N, (1.25 ml) in MeOH (8 ml) was heated at reflux for 2 hours. After evaporation of the solvent and neutralisation at pH6, the residue was purified on reverse phase silica eluting with MeOH/(NH4)2CO3 buffer (2 g/l, pH7) 20/80 to give 4-[3-(imidazol-1-yl)-2-(thiazol-2-yl)-propyl]-2-phenyl-benzoic acid. The reactants are [H-].[Na+] (NaH), [H-].[Na+] (NaH), paraffin, FC1=C(C=CC=C1)O (2-Fluorophenol), COC(=O)C1=NC=C(N=C1)Cl (5-chloro-pyrazine-2-carboxylic acid methyl ester), O (water). Run in CN(C)C=O (DMF). Conditions: temperature 0 celsius. The product is COC(=O)C1=NC=C(N=C1)OC1=C(C=CC=C1)F (5-(2-Fluoro-phenoxy)-pyrazine-2-carboxylic acid methyl ester). RXN SMILES: [F:1][C:2]1[CH:7]=[CH:6][CH:5]=[CH:4][C:3]=1[OH:8].[H-].[Na+].[CH3:11][O:12][C:13]([C:15]1[CH:20]=[N:19][C:18](Cl)=[CH:17][N:16]=1)=[O:14].O>CN(C=O)C>[CH3:11][O:12][C:13]([C:15]1[CH:20]=[N:19][C:18]([O:8][C:3]2[CH:4]=[CH:5][CH:6]=[CH:7][C:2]=2[F:1])=[CH:17][N:16]=1)=[O:14] |f:1.2|. Procedure details: 2-Fluorophenol (21.6 g, 233 mmol) was dissolved in DMF (250 mL) under a calcium chloride drying tube. The solution was cooled to 0° C., and then 60% NaH in paraffin oil (9.3 g, 233 mmol) was added in small portions. After the main portion of NaH had dissolved, 5-chloro-pyrazine-2-carboxylic acid methyl ester (Preparation 41, 40.2 g, 233 mmol) was added. The mixture was refluxed for 1 hour and then poured into water (1 L). The aqueous mixture was extracted with ether (3×300 mL), and the combined ... The reactants are [Ba+2], CI, CN(C)C=O, [OH-], [OH-], CC(C)(C)OC(=O)NC1c2ccccc2CC1O. The product is COC1Cc2ccccc2C1NC(=O)OC(C)(C)C. RXN SMILES: [Ba+2:20].[I:22][CH3:23].[O:24]=[CH:25][N:26]([CH3:27])[CH3:28].[OH-:19].[OH-:21].[OH:1][CH:2]1[CH:3]([NH:11][C:12]([O:13][C:14]([CH3:15])([CH3:16])[CH3:17])=[O:18])[c:4]2[cH:5][cH:6][cH:7][cH:8][c:9]2[CH2:10]1>>[O:1]([CH:2]1[CH:3]([NH:11][C:12]([O:13][C:14]([CH3:15])([CH3:16])[CH3:17])=[O:18])[c:4]2[cH:5][cH:6][cH:7][cH:8][c:9]2[CH2:10]1)[CH3:23]. Yields the product N1(CCCCC1)CCCO (3-piperidin-1-yl-propan-1-ol). Procedure details: Combine piperidine (18.01 g, 0.212 mol), 3-chloro-1-propanol (10 g, 0.106 mol) and water (3.2 g, 0.18 mol) and heat on a steam-bath for ˜5 hours. Add sodium hydroxide (6.35 g, 0.16 mol) to the cooled solution and heat the resulting mixture on a steam-bath for ˜30 minutes. Add water, separate the organic layer, and extract the aqueous layer with dichloromethane, twice. Combine the organic layers and wash with water, dry with sodium sulfate and evaporate the solvent to give the final, desired comp... The reactants are N1CCCCC1 (piperidine), ClCCCO (3-chloro-1-propanol), O (water), [OH-].[Na+] (sodium hydroxide). Reaction SMILES: [NH:1]1[CH2:6][CH2:5][CH2:4][CH2:3][CH2:2]1.Cl[CH2:8][CH2:9][CH2:10][OH:11].O.[OH-].[Na+]>>[N:1]1([CH2:8][CH2:9][CH2:10][OH:11])[CH2:6][CH2:5][CH2:4][CH2:3][CH2:2]1 |f:3.4|. Starting materials: C([O-])(O)=O.[Na+] (sodium bicarbonate), OO (hydrogen peroxide), C(C=C)NC(=O)NC(C(CC1CCCC1)C1=CC(=C(C=C1)Cl)Cl)=O (1-allyl-3-[3-cyclopentyl-2-(3,4-dichloro-phenyl)-propionyl]-urea), solution, B.O1CCCC1 (borane tetrahydrofuran). The solvent is C(C)O (ethanol), O1CCCC1 (tetrahydrofuran). Run at temperature 0 celsius, time 1 hour. The product is C1(CCCC1)CC(C(=O)NC(=O)NCCCO)C1=CC(=C(C=C1)Cl)Cl (1-[3-cyclopentyl-2-(3,4-dichloro-phenyl)-propionyl]-3-(3-hydroxy-propyl)-urea). Isolated yield 52.4%. As a reaction SMILES: [CH2:1]([NH:4][C:5]([NH:7][C:8](=[O:24])[CH:9]([C:16]1[CH:21]=[CH:20][C:19]([Cl:22])=[C:18]([Cl:23])[CH:17]=1)[CH2:10][CH:11]1[CH2:15][CH2:14][CH2:13][CH2:12]1)=[O:6])[CH:2]=[CH2:3].B.[O:26]1CCCC1.C(=O)(O)[O-].[Na+].OO>O1CCCC1.C(O)C>[CH:11]1([CH2:10][CH:9]([C:16]2[CH:21]=[CH:20][C:19]([Cl:22])=[C:18]([Cl:23])[CH:17]=2)[C:8]([NH:7][C:5]([NH:4][CH2:1][CH2:2][CH2:3][OH:26])=[O:6])=[O:24])[CH2:15][CH2:14][CH2:13][CH2:12]1 |f:1.2,3.4|. Procedure details: A solution of 1-allyl-3-[3-cyclopentyl-2-(3,4-dichloro-phenyl)-propionyl]-urea (prepared in Example 12B-e, 132 mg, 0.36 mmol) in tetrahydrofuran (10 mL) cooled to 0° C. was treated with a 1M solution of borane-tetrahydrofuran (0.7 mL, 0.72 mmol). The reaction mixture was allowed to slowly warm from 0° C. to 25° C. over 1 h. At this time, the solution was re-cooled to 0° C. and ethanol (2 mL) followed by a mixture of a saturated aqueous sodium bicarbonate solution (6 mL) and 30% hydrogen peroxide... Starting materials: [H-].[Na+] (sodium hydride), OCC=1C(=CC(=C(C#N)C1)OC)OC (5-hydroxymethyl-2,4-dimethoxy-benzonitrile), IC (iodomethane). Reported procedure: To a solution of 5-hydroxymethyl-2,4-dimethoxy-benzonitrile (218 mg, 1.128 mmol) in tetrahydrofuran (10 mL) cooled to 0° C. were sequentially added sodium hydride (34.2 mg, 1.354 mmol) and iodomethane (140 μL, 2.256 mmol). The icebath was removed after 5 min and the reaction mixture was stirred at room temperature under argon for 12 h. Water was added and the product was extracted with methylene chloride (2×15 mL). The organic layers were washed with brine (1×2 mL) and dried over anhydrous sodiu... Product: COC1=C(C#N)C=C(C(=C1)OC)COC (2,4-dimethoxy-5-methoxymethyl-benzonitrile). RXN SMILES: [OH:1][CH2:2][C:3]1[C:4]([O:13][CH3:14])=[CH:5][C:6]([O:11][CH3:12])=[C:7]([CH:10]=1)[C:8]#[N:9].[H-].[Na+].I[CH3:18]>O1CCCC1>[CH3:12][O:11][C:6]1[CH:5]=[C:4]([O:13][CH3:14])[C:3]([CH2:2][O:1][CH3:18])=[CH:10][C:7]=1[C:8]#[N:9] |f:1.2|. Conditions: time 12 hour. The solvent is O1CCCC1 (tetrahydrofuran). The yield is 94.5%.